Task: describe an organic reaction: reactants, conditions, products, and yield. Dataset: the Open Reaction Database (ORD), a public repository of structured organic reaction records Starting materials: COC(=O)N1CCCC(c2cccc(OC(C)(C)C(=O)OCc3ccccc3)c2)C1, CO. Product: COC(=O)N1CCCC(c2cccc(OC(C)(C)C(=O)O)c2)C1. RXN SMILES: [CH3:1][O:2][C:3](=[O:4])[N:5]1[CH2:6][CH:7]([c:11]2[cH:12][c:13]([O:17][C:18]([CH3:19])([CH3:20])[C:21](=[O:22])[O:23][CH2:24][c:25]3[cH:26][cH:27][cH:28][cH:29][cH:30]3)[cH:14][cH:15][cH:16]2)[CH2:8][CH2:9][CH2:10]1.[CH3:31][OH:32]>>[CH3:1][O:2][C:3](=[O:4])[N:5]1[CH2:6][CH:7]([c:11]2[cH:12][c:13]([O:17][C:18]([CH3:19])([CH3:20])[C:21](=[O:22])[OH:23])[cH:14][cH:15][cH:16]2)[CH2:8][CH2:9][CH2:10]1. Starting materials: COC(=O)C1=CC=C2CCN(C2=C1)S(=O)(=O)C1=C(C=CC(=C1)Cl)OC (1-(5-chloro-2-methoxy-benzenesulfonyl)-2,3-dihydro-1H-indole-6-carboxylic acid methyl ester), [OH-].[K+] (KOH). Solvent: CO (methanol), O1CCCC1 (tetrahydrofuran). Reaction conditions: time 24 hour. The product is ClC=1C=CC(=C(C1)S(=O)(=O)N1CCC2=CC=C(C=C12)C(=O)O)OC (1-(5-chloro-2-methoxy-benzenesulfonyl)-2,3-dihydro-1H-indole-6-carboxylic acid). Reaction SMILES: C[O:2][C:3]([C:5]1[CH:13]=[C:12]2[C:8]([CH2:9][CH2:10][N:11]2[S:14]([C:17]2[CH:22]=[C:21]([Cl:23])[CH:20]=[CH:19][C:18]=2[O:24][CH3:25])(=[O:16])=[O:15])=[CH:7][CH:6]=1)=[O:4].[OH-].[K+]>CO.O1CCCC1>[Cl:23][C:21]1[CH:20]=[CH:19][C:18]([O:24][CH3:25])=[C:17]([S:14]([N:11]2[C:12]3[C:8](=[CH:7][CH:6]=[C:5]([C:3]([OH:4])=[O:2])[CH:13]=3)[CH2:9][CH2:10]2)(=[O:15])=[O:16])[CH:22]=1 |f:1.2|. Reported procedure: A suspension of 1-(5-chloro-2-methoxy-benzenesulfonyl)-2,3-dihydro-1H-indole-6-carboxylic acid methyl ester (2.2 g, 5.8 mmol) in methanol (6 ml) and tetrahydrofuran (6 ml) was treated with 3N KOH (6 ml, 3 equiv.) and stirred at room temperature for 24 hours. The organic solvents were evaporated and the aqueous slurry treated with HCl 3N so as to reach pH 3. The white precipitate was filtered washing with methanol and water and dried under high vacuum to yield 1-(5-chloro-2-methoxy-benzenesulfony... Reactants: Cl.O=C1C=CC(=CN1)C=1C=C2C(CC3(CCNCC3)OC2=CC1)=O (6-(6-Oxo-1,6-dihydropyridin-3-yl)spiro[chroman-2,4′-piperidin]-4-one hydrochloride), C=1C=CC2=C(C1)N=NN2O (HOBT), Cl (hydrochloric acid), C1(CC1)N1C=CC2=C(C=C(C=C12)C(=O)O)C1=NN=NN1 (1-cyclopropyl-4-(tetrazol-5-yl)-1H-indole-6-carboxylic acid), CCN=C=NCCCN(C)C (EDCI). Solvent: C(C)N(CC)CC (triethylamine), O (water), CN(C)C=O (DMF). Conditions: temperature 50 celsius, time 16 hour. The product is C1(CC1)N1C=CC2=C(C=C(C=C12)C(=O)N1CCC2(CC1)OC1=CC=C(C=C1C(C2)=O)C2=CNC(C=C2)=O)C2=NN=NN2 (1′-{[1-Cyclopropyl-4-(tetrazol-5-yl)-1H-indol-6-yl]carbonyl}-6-(6-oxo-1,6-dihydropyridin-3-yl)spiro[chroman-2,4′-piperidin]-4-one). As a reaction SMILES: Cl.[O:2]=[C:3]1[NH:8][CH:7]=[C:6]([C:9]2[CH:10]=[C:11]3[C:21](=[CH:22][CH:23]=2)[O:20][C:14]2([CH2:19][CH2:18][NH:17][CH2:16][CH2:15]2)[CH2:13][C:12]3=[O:24])[CH:5]=[CH:4]1.[CH:25]1([N:28]2[C:36]3[C:31](=[C:32]([C:40]4[NH:44][N:43]=[N:42][N:41]=4)[CH:33]=[C:34]([C:37](O)=[O:38])[CH:35]=3)[CH:30]=[CH:29]2)[CH2:27][CH2:26]1.CCN=C=NCCCN(C)C.C1C=CC2N(O)N=NC=2C=1.Cl>CN(C=O)C.O.C(N(CC)CC)C>[CH:25]1([N:28]2[C:36]3[C:31](=[C:32]([C:40]4[NH:44][N:43]=[N:42][N:41]=4)[CH:33]=[C:34]([C:37]([N:17]4[CH2:18][CH2:19][C:14]5([CH2:13][C:12](=[O:24])[C:11]6[C:21](=[CH:22][CH:23]=[C:9]([C:6]7[CH:5]=[CH:4][C:3](=[O:2])[NH:8][CH:7]=7)[CH:10]=6)[O:20]5)[CH2:15][CH2:16]4)=[O:38])[CH:35]=3)[CH:30]=[CH:29]2)[CH2:26][CH2:27]1 |f:0.1|. Procedure details: 6-(6-Oxo-1,6-dihydropyridin-3-yl)spiro[chroman-2,4′-piperidin]-4-one hydrochloride (208 mg), 1-cyclopropyl-4-(tetrazol-5-yl)-1H-indole-6-carboxylic acid (135 mg), EDCI (115 mg), HOBT (91.2 mg) and triethylamine (0.209 ml) were suspended in DMF (3 ml), and stirred at 50° C. for 16 hours. 1N hydrochloric acid and water were added to the reaction liquid, the formed solid was taken out through filtration, and the resulting solid was recrystallized from methanol to obtain the title compound. 1H-NMR (... The reactants are [H-].[Na+] (sodium hydride), [N+](=O)([O-])C1=C(C=CC=C1)C(C(=O)OCC)=NO (ethyl (2-nitrophenyl)glyoxylate oxime), O (water). Run in COCCOCCOC (diglyme), COCCOCCOC (diglyme). Reaction conditions: temperature 0 celsius, time 6 hour. Product: O1N=C(C2=C1C=CC=C2)C(=O)OCC (ethyl 3-benzisoxazolylcarboxylate). Reaction SMILES: [N+]([C:4]1[CH:9]=[CH:8][CH:7]=[CH:6][C:5]=1[C:10](=[N:16][OH:17])[C:11]([O:13][CH2:14][CH3:15])=[O:12])([O-])=O.[H-].[Na+].O>COCCOCCOC>[O:17]1[C:4]2[CH:9]=[CH:8][CH:7]=[CH:6][C:5]=2[C:10]([C:11]([O:13][CH2:14][CH3:15])=[O:12])=[N:16]1 |f:1.2|. Reported procedure: 20 g of 3A was dissolved in 100 ml of diglyme and the solution was added dropwise to a vigorously stirred mixture of 2.5 g of sodium hydride and 100 ml of diglyme, under nitrogen at room temperature. The mixture was heated slowly to and held at 150° C. for 6 hours, then cooled, mixed with 200 ml of water and extracted with ether. The extract was dried and stripped of solvent. The residue was distilled in a Kugelrohr apparatus (60° C./0.05 Torr); the resulting residue was dissolved in warm petrol... Reactants: COC(=O)C1=Cc2cccc(O[Si](c3ccccc3)(c3ccccc3)C(C)(C)C)c2CCC1, COC(=O)C1=CCCc2c(cccc2O[Si](c2ccccc2)(c2ccccc2)C(C)(C)C)C1, CCOC(C)=O. Yields the product COC(=O)C1CCCc2c(cccc2O[Si](c2ccccc2)(c2ccccc2)C(C)(C)C)C1. As a reaction SMILES: [C:1]([CH3:2])([CH3:3])([CH3:4])[Si:5]([O:6][c:7]1[cH:8][cH:9][cH:10][c:11]2[c:12]1[CH2:13][CH2:14][CH2:15][C:16]([C:18](=[O:19])[O:20][CH3:21])=[CH:17]2)([c:22]1[cH:23][cH:24][cH:25][cH:26][cH:27]1)[c:28]1[cH:29][cH:30][cH:31][cH:32][cH:33]1.[C:34]([Si:35]([c:36]1[cH:37][cH:38][cH:39][cH:40][cH:41]1)([c:42]1[cH:43][cH:44][cH:45][cH:46][cH:47]1)[O:48][c:49]1[c:50]2[c:60]([cH:61][cH:62][cH:63]1)[CH2:59][C:54]([C:55]([O:56][CH3:57])=[O:58])=[CH:53][CH2:52][CH2:51]2)([CH3:64])([CH3:65])[CH3:66].[CH3:67][CH2:68][O:69][C:70]([CH3:71])=[O:72]>>[C:1]([CH3:2])([CH3:3])([CH3:4])[Si:5]([O:6][c:7]1[cH:8][cH:9][cH:10][c:11]2[c:12]1[CH2:13][CH2:14][CH2:15][CH:16]([C:18](=[O:19])[O:20][CH3:21])[CH2:17]2)([c:22]1[cH:23][cH:24][cH:25][cH:26][cH:27]1)[c:28]1[cH:29][cH:30][cH:31][cH:32][cH:33]1. Solvent: ClC1=CC=CC=C1 (chlorobenzene), ClC1=CC=CC=C1 (chlorobenzene). Procedure: Polyphosphoric acid (13.9 g) was stirred in chlorobenzene (50 mL) at 130° C. (4-bromo-3-fluorophenyl)(2,2-diethoxyethyl)sulfane (7.7 g, 0.0238 mol) in chlorobenzene (15.4 mL) was added dropwise at 130° C. The mixture was then stirred at 130° C. for 10 h. The solvent was removed and the residue was extracted with toluene, hexane, and then water. The organic phase was combined and washed with saturated NaHCO3 solution and brine, and then dried over Na2SO4. The products 5-bromo-4-fluorobenzo[b]thio... Conditions: temperature 130 celsius, time 10 hour. Product: BrC1=C(C2=C(SC=C2)C=C1)F (5-bromo-4-fluorobenzo[b]thiophene), BrC1=CC2=C(SC=C2)C=C1F (5-bromo-6-fluorobenzo[b]thiophene). The reactants are Polyphosphoric acid, BrC1=C(C=C(C=C1)SCC(OCC)OCC)F ((4-bromo-3-fluorophenyl)(2,2-diethoxyethyl)sulfane). RXN SMILES: [Br:1][C:2]1[CH:7]=[CH:6][C:5]([S:8][CH2:9][CH:10](OCC)OCC)=[CH:4][C:3]=1[F:17]>ClC1C=CC=CC=1>[Br:1][C:2]1[CH:7]=[CH:6][C:5]2[S:8][CH:9]=[CH:10][C:4]=2[C:3]=1[F:17].[Br:1][C:2]1[C:3]([F:17])=[CH:4][C:5]2[S:8][CH:9]=[CH:10][C:6]=2[CH:7]=1. Starting materials: [BH3-]C#N, CC(=O)O, COC(=O)c1ccccc1N, CO, [Na+], O=Cc1ccc(=O)[nH]c1. Product: COC(=O)c1ccccc1NCc1ccc(=O)[nH]c1. As a reaction SMILES: [C:25]([BH3-:26])#[N:27].[CH3:12][C:13](=[O:14])[OH:15].[CH3:1][O:2][C:3]([c:4]1[c:5]([NH2:6])[cH:7][cH:8][cH:9][cH:10]1)=[O:11].[CH3:29][OH:30].[Na+:28].[nH:16]1[c:17](=[O:24])[cH:18][cH:19][c:20]([CH:22]=[O:23])[cH:21]1>>[CH3:1][O:2][C:3]([c:4]1[c:5]([NH:6][CH2:22][c:20]2[cH:19][cH:18][c:17](=[O:24])[nH:16][cH:21]2)[cH:7][cH:8][cH:9][cH:10]1)=[O:11].